This data is from the Open Reaction Database (ORD), a public repository of structured organic reaction records. The task is: describe an organic reaction: reactants, conditions, products, and yield Reactants: CC(C)(C)OC(=O)N1CCC(=O)CC1, NCc1cccc(F)c1. The product is CC(C)(C)OC(=O)N1CCC(NCc2cccc(F)c2)CC1. Reaction SMILES: [C:10](=[O:11])([O:12][C:13]([CH3:14])([CH3:15])[CH3:16])[N:17]1[CH2:18][CH2:19][C:20](=[O:23])[CH2:21][CH2:22]1.[F:1][c:2]1[cH:3][c:4]([CH2:5][NH2:6])[cH:7][cH:8][cH:9]1>>[F:1][c:2]1[cH:3][c:4]([CH2:5][NH:6][CH:20]2[CH2:19][CH2:18][N:17]([C:10](=[O:11])[O:12][C:13]([CH3:14])([CH3:15])[CH3:16])[CH2:22][CH2:21]2)[cH:7][cH:8][cH:9]1. Starting materials: O=C1C=C(NC=C1OCC1=CC=CC=C1)C(=O)NN (1,4-dihydro-4-oxo-5-(phenylmethoxy)-2-pyridinecarboxylic acid, hydrazide), FC(C(=O)[O-])(F)F (trifluoroacetate). Solvent: C(C)#N (acetonitrile). Conditions: time 90 minute. Yields the product OC=1C(C=C(NC1)C(=O)NN)=O (1,4-Dihydro-5-hydroxy-4-oxo-2-pyridinecarboxylic acid, hydrazide). As a reaction SMILES: [O:1]=[C:2]1[C:7]([O:8]CC2C=CC=CC=2)=[CH:6][NH:5][C:4]([C:16]([NH:18][NH2:19])=[O:17])=[CH:3]1.FC(F)(F)C([O-])=O>C(#N)C>[OH:8][C:7]1[C:2](=[O:1])[CH:3]=[C:4]([C:16]([NH:18][NH2:19])=[O:17])[NH:5][CH:6]=1. Procedure: The crude 1,4-dihydro-4-oxo-5-(phenylmethoxy)-2-pyridinecarboxylic acid, hydrazide, trifluoroacetate (1:2) salt was dissolved in 250 ml of acetonitrile and stirred with cooling for 1 hour. The crystals were then filtered off and resuspended in 600 ml of acetonitrile. Bis(trimethylsilyl)acetamide (135 ml) was added followed by 28 g of 10% palladium on charcoal. Then hydrogen was passed through the stirred solution. The hydrogenation was complete after 90 minutes. After filtration, 70 ml of methan...